Dataset: the Open Reaction Database (ORD), a public repository of structured organic reaction records. Task: describe an organic reaction: reactants, conditions, products, and yield As a reaction SMILES: [CH3:39][CH2:40][OH:41].[Cl:42][CH2:43][Cl:44].[H:27][H:28].[IH:29].[OH:1][CH2:2][CH2:3][N:4]([C:5]([O:6][C:7]([CH3:8])([CH3:9])[CH3:10])=[O:11])[CH2:12][CH2:13][N:14]1[c:15]2[c:16]([cH:20][cH:21][c:22]([N+:24]([O-:25])=[O:26])[cH:23]2)[S:17][CH2:18][CH2:19]1.[Pd:45].[s:30]1[c:31]([C:35](=[NH:36])[S:37][CH3:38])[cH:32][cH:33][cH:34]1>>[OH:1][CH2:2][CH2:3][N:4]([C:5]([O:6][C:7]([CH3:8])([CH3:9])[CH3:10])=[O:11])[CH2:12][CH2:13][N:14]1[c:15]2[c:16]([cH:20][cH:21][c:22]([NH:24][C:35]([c:31]3[s:30][cH:34][cH:33][cH:32]3)=[NH:36])[cH:23]2)[S:17][CH2:18][CH2:19]1. The product is CC(C)(C)OC(=O)N(CCO)CCN1CCSc2ccc(NC(=N)c3cccs3)cc21. The reactants are CCO, ClCCl, [H][H], I, CC(C)(C)OC(=O)N(CCO)CCN1CCSc2ccc([N+](=O)[O-])cc21, [Pd], CSC(=N)c1cccs1. Yield: 55.7%. Starting materials: BrN1C(CCC1=O)=O (N-bromosuccinimide), C(C1=CC=CC=C1)(=O)OOC(C1=CC=CC=C1)=O (dibenzoyl peroxide), COC(C1=C(N=C(C=C1)C1=CC=C(C=C1)C(F)(F)F)C)=O (2-methyl-6-(4-trifluoromethyl-phenyl)-nicotinic acid methyl ester). Procedure details: 1.97 g (6.67 mmol) of 2-methyl-6-(4-trifluoromethyl-phenyl)-nicotinic acid methyl ester (example 1L]) was dissolved in 20 ml of CCl4 and treated with 1.781 g (10.0 mmol) of N-bromosuccinimide and 0.126 g (0.669 mmol) of dibenzoyl peroxide. The mixture was refluxed (oilbath temperature 95° C.) and the course of the bromination followed by GC. After 5 h, the reaction mixture was poured onto crashed ice, extracted twice with AcOEt, washed with water and brine, and dried over magnesium sulfate. Evap... Reaction conditions: temperature 95 celsius, time 5 hour. Run in C(Cl)(Cl)(Cl)Cl (CCl4). The product is COC(C1=C(N=C(C=C1)C1=CC=C(C=C1)C(F)(F)F)CBr)=O (2-Bromomethyl-6-(4-trifluoromethyl-phenyl)-nicotinic acid methyl ester). Reaction SMILES: [CH3:1][O:2][C:3](=[O:21])[C:4]1[CH:9]=[CH:8][C:7]([C:10]2[CH:15]=[CH:14][C:13]([C:16]([F:19])([F:18])[F:17])=[CH:12][CH:11]=2)=[N:6][C:5]=1[CH3:20].[Br:22]N1C(=O)CCC1=O.C(OOC(=O)C1C=CC=CC=1)(=O)C1C=CC=CC=1>C(Cl)(Cl)(Cl)Cl>[CH3:1][O:2][C:3](=[O:21])[C:4]1[CH:9]=[CH:8][C:7]([C:10]2[CH:15]=[CH:14][C:13]([C:16]([F:17])([F:18])[F:19])=[CH:12][CH:11]=2)=[N:6][C:5]=1[CH2:20][Br:22]. Reactants: [Al+3], CCOC(=O)c1cc(-c2ccc(C(F)(F)F)cc2)sc1CC, [H-], [H-], [H-], [H-], [Li+], C1CCOC1, O. Yields the product CCc1sc(-c2ccc(C(F)(F)F)cc2)cc1C=O. RXN SMILES: [Al+3:24].[CH2:1]([CH3:2])[c:3]1[s:4][c:5](-[c:13]2[cH:14][cH:15][c:16]([C:19]([F:20])([F:21])[F:22])[cH:17][cH:18]2)[cH:6][c:7]1[C:8](=[O:9])[O:10][CH2:11][CH3:12].[H-:23].[H-:26].[H-:27].[H-:28].[Li+:25].[O:30]1[CH2:31][CH2:32][CH2:33][CH2:34]1.[OH2:29]>>[CH2:1]([CH3:2])[c:3]1[s:4][c:5](-[c:13]2[cH:14][cH:15][c:16]([C:19]([F:20])([F:21])[F:22])[cH:17][cH:18]2)[cH:6][c:7]1[CH:8]=[O:9]. Starting materials: [Cl-].[NH4+].[Na] (sodiumammoniumchloride), C(CCC)[Li] (butyllithium), C1(=CC=CC=C1)N1C=NC(=C1)C1=CC=CC=C1 (1,4-diphenyl-1H-imidazole), BrCC(=O)N1CCN(CC1)C1=NC=CC=N1 (2-bromo-1-(4-pyrimidin-2-yl-piperazin-1-yl)-ethanon). The solvent is C1CCOC1 (THF). Conditions: temperature -78 celsius, time 40 minute. Yields the product C1(=CC=CC=C1)N1C(=NC(=C1)C1=CC=CC=C1)CC(=O)N1CCN(CC1)C1=NC=CC=N1 (2-(1,4-diphenyl-1H-imidazol-2-yl)-1-(4-pyrimidin-2-yl-piperazin-1-yl)-ethanone). Isolated yield 6.9%. As a reaction SMILES: C([Li])CCC.[C:6]1([N:12]2[CH:16]=[C:15]([C:17]3[CH:22]=[CH:21][CH:20]=[CH:19][CH:18]=3)[N:14]=[CH:13]2)[CH:11]=[CH:10][CH:9]=[CH:8][CH:7]=1.Br[CH2:24][C:25]([N:27]1[CH2:32][CH2:31][N:30]([C:33]2[N:38]=[CH:37][CH:36]=[CH:35][N:34]=2)[CH2:29][CH2:28]1)=[O:26].[Cl-].[NH4+].[Na]>C1COCC1>[C:6]1([N:12]2[CH:16]=[C:15]([C:17]3[CH:22]=[CH:21][CH:20]=[CH:19][CH:18]=3)[N:14]=[C:13]2[CH2:24][C:25]([N:27]2[CH2:28][CH2:29][N:30]([C:33]3[N:34]=[CH:35][CH:36]=[CH:37][N:38]=3)[CH2:31][CH2:32]2)=[O:26])[CH:11]=[CH:10][CH:9]=[CH:8][CH:7]=1 |f:3.4.5,^1:40|. Procedure details: 0.5 mL butyllithium (1.6 mol/L in THF) was added to 0.15 g 1,4-diphenyl-1H-imidazole in 10 mL THF at −78° C. under argon. The reaction was stirred 40 min at −78° C. and 0.22 g 2-bromo-1-(4-pyrimidin-2-yl-piperazin-1-yl)-ethanon was added to the reaction. After stirring 1 h at −78° C. the reaction was decomposed with saturated sodiumammoniumchloride solution. The mixture was extracted with ethyl acetate. The organic layer was dried and evaporated. The residue was purified by chromatography on Alo... Reactants: O (Water), COC(=O)C=1C=CC(=CC1)O (methyl p-hydroxybenzoate), C([O-])([O-])=O.[K+].[K+] (potassium carbonate), C(C=C)Br (allyl bromide). Solvent: CC(=O)C (acetone). Run at temperature 80 celsius, time 2 hour. The product is C(C=C)OC1=CC=C(C(=O)OC)C=C1 (methyl p-allyloxybenzoate). Isolated yield 98.1%. Reaction SMILES: [CH3:1][O:2][C:3]([C:5]1[CH:6]=[CH:7][C:8]([OH:11])=[CH:9][CH:10]=1)=[O:4].C(=O)([O-])[O-].[K+].[K+].[CH2:18](Br)[CH:19]=[CH2:20].O>CC(C)=O>[CH2:20]([O:11][C:8]1[CH:9]=[CH:10][C:5]([C:3]([O:2][CH3:1])=[O:4])=[CH:6][CH:7]=1)[CH:19]=[CH2:18] |f:1.2.3|. Procedure details: To a solution of 15.0 g (98.6 mmol) of methyl p-hydroxybenzoate and 13.0 g (94.1 mmol) of potassium carbonate mixed in 150 ml of acetone were added 13 ml (150 mmol) of allyl bromide and the whole was stirred at 80° C. for 2 hours under an argon gas atmosphere. Water was added to the solution and the whole was extracted with ethyl acetate. Then, the organic phase was washed with 5% aqueous solution of sodium hydroxide and saturated saline solution. After removal of the solvent by distillation, th...